This data is from the Open Reaction Database (ORD), a public repository of structured organic reaction records. The task is: describe an organic reaction: reactants, conditions, products, and yield As a reaction SMILES: S(Cl)(Cl)=O.[CH3:5]N(C)C=O.[Cl:10][C:11]1[CH:36]=[CH:35][CH:34]=[C:33]([Cl:37])[C:12]=1[C:13]([NH:15][C:16]1[CH:17]=[CH:18][CH:19]=[C:20]2[C:25]=1[N:24]=[CH:23][C:22]([CH2:26][OH:27])=[C:21]2[N:28]1[CH:32]=[CH:31][N:30]=[CH:29]1)=[O:14].[Na]>CO>[Cl:10][C:11]1[CH:36]=[CH:35][CH:34]=[C:33]([Cl:37])[C:12]=1[C:13]([NH:15][C:16]1[CH:17]=[CH:18][CH:19]=[C:20]2[C:25]=1[N:24]=[CH:23][C:22]([CH2:26][O:27][CH3:5])=[C:21]2[N:28]1[CH:32]=[CH:31][N:30]=[CH:29]1)=[O:14] |^1:37|. The product is ClC1=C(C(=O)NC=2C=CC=C3C(=C(C=NC23)COC)N2C=NC=C2)C(=CC=C1)Cl (8-(2,6-dichlorobenzoylamino)-4-(imidazol-1-yl)-3-(methoxymethyl)quinoline). Starting materials: S(=O)(Cl)Cl (Thionyl chloride), CN(C=O)C (dimethylformamide), [Na] (sodium), ClC1=C(C(=O)NC=2C=CC=C3C(=C(C=NC23)CO)N2C=NC=C2)C(=CC=C1)Cl (8-(2,6-dichlorobenzoylamino)-3-hydroxymethyl-4-(imidazol-1-yl)quinoline). Reported procedure: Thionyl chloride (52.8 mg) was dropwise added to dimethylformamide at ambient temperature, and the mixture was stirred for 10 minutes at the same temperature. To the mixture was added 8-(2,6-dichlorobenzoylamino)-3-hydroxymethyl-4-(imidazol-1-yl)quinoline (141 mg), and the mixture was stirred for 20 minutes at ambient temperature. The mixture was partitioned between saturated sodium bicarbonate solution and ethyl acetate, and the organic layer was washed with brine, dried over magnesium sulfate ... Run in CO (methanol). Run at time 10 minute. Starting materials: C(C)(=O)N1[C@H](C[C@H](C2=CC(=CC=C12)C(=O)O)N(C(C(F)(F)F)=O)C1=CC=C(C=C1)N1CCOCC1)C ((2S,4R)-1-acetyl-2-methyl-4-[2,2,2-trifluoro-N-(4-morpholinophenyl)acetamido]-1,2,3,4-tetrahydroquinoline-6-carboxylic acid), N (ammonia). Product: C(C)(=O)N1[C@H](C[C@H](C2=CC(=CC=C12)C(=O)N)N(C(C(F)(F)F)=O)C1=CC=C(C=C1)N1CCOCC1)C ((2S,4R)-1-acetyl-2-methyl-4-[2,2,2-trifluoro-N-(4-morpholinophenyl)acetamido]-1,2,3,4-tetrahydroquinoline-6-carboxamide). The yield is 100.0%. Reaction SMILES: [C:1]([N:4]1[C:13]2[C:8](=[CH:9][C:10]([C:14]([OH:16])=O)=[CH:11][CH:12]=2)[C@H:7]([N:17]([C:24]2[CH:29]=[CH:28][C:27]([N:30]3[CH2:35][CH2:34][O:33][CH2:32][CH2:31]3)=[CH:26][CH:25]=2)[C:18](=[O:23])[C:19]([F:22])([F:21])[F:20])[CH2:6][C@@H:5]1[CH3:36])(=[O:3])[CH3:2].[NH3:37]>>[C:1]([N:4]1[C:13]2[C:8](=[CH:9][C:10]([C:14]([NH2:37])=[O:16])=[CH:11][CH:12]=2)[C@H:7]([N:17]([C:24]2[CH:25]=[CH:26][C:27]([N:30]3[CH2:35][CH2:34][O:33][CH2:32][CH2:31]3)=[CH:28][CH:29]=2)[C:18](=[O:23])[C:19]([F:20])([F:22])[F:21])[CH2:6][C@@H:5]1[CH3:36])(=[O:3])[CH3:2]. Procedure details: [Step 4] Reactions and treatments were carried out in the same manner as in Example 118, using 83.5 mg of (2S,4R)-1-acetyl-2-methyl-4-[2,2,2-trifluoro-N-(4-morpholinophenyl)acetamido]-1,2,3,4-tetrahydroquinoline-6-carboxylic acid instead of (2S,4R)-1-acetyl-2-methyl-4-(4-morpholinophenoxy)-1,2,3,4-tetrahydroquinoline-6-carboxylic acid, and using aqueous ammonia instead of monomethylamine. Thus, 86.9 mg (100%) of (2S,4R)-1-acetyl-2-methyl-4-[2,2,2-trifluoro-N-(4-morpholinophenyl)acetamido]-1,2,3,...